Dataset: the Open Reaction Database (ORD), a public repository of structured organic reaction records. Task: describe an organic reaction: reactants, conditions, products, and yield Starting materials: ClC=1C=C(C(=NC1)NC=1C=NC(=CC1)OC)C1=NC(=NC(=N1)C)N(CC1=CC=C(C=C1)OC)CC1=CC=C(C=C1)OC (4-(5-chloro-2-(6-methoxypyridin-3-ylamino)pyridin-3-yl)-N,N-bis(4-methoxybenzyl)-6-methyl-1,3,5-triazin-2-amine), CC1(OB(OC1(C)C)C=1C=NNC1)C (4-(4,4,5,5-tetramethyl-1,3,2-dioxaborolan-2-yl)-1H-pyrazole). The product is COC1=CC=C(C=N1)NC1=NC=C(C=C1C1=NC(=NC(=N1)C)N)C=1C=NNC1 (4-(2-(6-Methoxypyridin-3-Ylamino)-5-(1H-Pyrazol-4-yl)Pyridin-3-yl)-6-Methyl-1,3,5-Triazin-2-Amine), solid. The yield is 95.0%. Reaction SMILES: Cl[C:2]1[CH:3]=[C:4]([C:17]2[N:22]=[C:21]([CH3:23])[N:20]=[C:19]([N:24](CC3C=CC(OC)=CC=3)CC3C=CC(OC)=CC=3)[N:18]=2)[C:5]([NH:8][C:9]2[CH:10]=[N:11][C:12]([O:15][CH3:16])=[CH:13][CH:14]=2)=[N:6][CH:7]=1.CC1(C)C(C)(C)OB([C:51]2[CH:52]=[N:53][NH:54][CH:55]=2)O1>>[CH3:16][O:15][C:12]1[N:11]=[CH:10][C:9]([NH:8][C:5]2[C:4]([C:17]3[N:22]=[C:21]([CH3:23])[N:20]=[C:19]([NH2:24])[N:18]=3)=[CH:3][C:2]([C:51]3[CH:52]=[N:53][NH:54][CH:55]=3)=[CH:7][N:6]=2)=[CH:14][CH:13]=1. Reported procedure: The title compound was prepared in an analogous manner to that described in Example 247 using 4-(5-chloro-2-(6-methoxypyridin-3-ylamino)pyridin-3-yl)-N,N-bis(4-methoxybenzyl)-6-methyl-1,3,5-triazin-2-amine and 4-(4,4,5,5-tetramethyl-1,3,2-dioxaborolan-2-yl)-1H-pyrazole (Strem Chemicals), and was isolated as an orange amorphous solid (95%). m/z (ESI, +ve ion) 376.1 (M+H)+. 1H NMR (400 MHz, d6-DMSO) δ 12.98 (1H, br. s.); 11.70 (1H, s); 8.89 (1H, br. s.); 8.59 (2H, br. s.); 8.17 (2H, br. s.); 7.87 ... Reactants: Cl.N[C@H]1CCC=2N(C3=CC=C(C=C3C2C1)F)CC(=O)OCC ((S)-ethyl 2-(3-amino-6-fluoro-3,4-dihydro-1H-carbazol-9(2H)-yl)acetate hydrochloride), C(C1=CC=CC=C1)OC(=O)N[C@@H]1CCC=2N(C3=CC=C(C=C3C2C1)F)CC(=O)OCC ((R)-ethyl 2-(3-(((benzyloxy)carbonyl)amino)-6-fluoro-3,4-dihydro-1H-carbazol-9(2H)-yl)acetate). The product is Cl.N[C@@H]1CCC=2N(C3=CC=C(C=C3C2C1)F)CC(=O)OCC ((R)-ethyl 2-(3-amino-6-fluoro-3,4-dihydro-1H-carbazol-9(2H)-yl)acetate hydrochloride). RXN SMILES: [ClH:1].[NH2:2][C@@H:3]1[CH2:15][C:14]2[C:13]3[C:8](=[CH:9][CH:10]=[C:11]([F:16])[CH:12]=3)[N:7]([CH2:17][C:18]([O:20][CH2:21][CH3:22])=[O:19])[C:6]=2[CH2:5][CH2:4]1.C(OC(N[C@H]1CC2C3C(=CC=C(F)C=3)N(CC(OCC)=O)C=2CC1)=O)C1C=CC=CC=1>>[ClH:1].[NH2:2][C@H:3]1[CH2:15][C:14]2[C:13]3[C:8](=[CH:9][CH:10]=[C:11]([F:16])[CH:12]=3)[N:7]([CH2:17][C:18]([O:20][CH2:21][CH3:22])=[O:19])[C:6]=2[CH2:5][CH2:4]1 |f:0.1,3.4|. Reported procedure: Following the same procedure as (S)-ethyl 2-(3-amino-6-fluoro-3,4-dihydro-1H-carbazol-9(2H)-yl)acetate hydrochloride but using (R)-ethyl 2-(3-(((benzyloxy)carbonyl)amino)-6-fluoro-3,4-dihydro-1H-carbazol-9(2H)-yl)acetate, the title compound was obtained as a white solid. Reactants: C(C)(C)(C)OC(=O)NC(CC(=O)O)(C)C (3-t-butoxycarbonylamino-3-methylbutanoic acid), CN[C@H]1C(NC2=C(CC1)C=CC=C2)=O (3(R)-(methylamino)-2,3,4,5-tetrahydro-1H-1-benzazepin-2-one). Product: C(C)(C)(C)OC(=O)NC(CC(=O)N([C@H]1C(NC2=C(CC1)C=CC=C2)=O)C)(C)C (3-t-Butoxycarbonylamino-3-methyl-N-methyl-N-[2,3,4,5-tetrahydro-2-oxo-1H-1-benzazepin-3-(R)-yl]-butanamide). RXN SMILES: [C:1]([O:5][C:6]([NH:8][C:9]([CH3:15])([CH3:14])[CH2:10][C:11]([OH:13])=O)=[O:7])([CH3:4])([CH3:3])[CH3:2].[CH3:16][NH:17][C@@H:18]1[CH2:24][CH2:23][C:22]2[CH:25]=[CH:26][CH:27]=[CH:28][C:21]=2[NH:20][C:19]1=[O:29]>>[C:1]([O:5][C:6]([NH:8][C:9]([CH3:15])([CH3:14])[CH2:10][C:11]([N:17]([CH3:16])[C@@H:18]1[CH2:24][CH2:23][C:22]2[CH:25]=[CH:26][CH:27]=[CH:28][C:21]=2[NH:20][C:19]1=[O:29])=[O:13])=[O:7])([CH3:2])([CH3:3])[CH3:4]. Procedure details: Prepared from 3-t-butoxycarbonylamino-3-methylbutanoic acid (Example 31, Step E) and the amine obtained in Step B by the produce described in Example 1, Step F. 1H NMR (200MHz, CDCl3): 1.30 (br s,15H), 2.19 (m,1H), 2.42 (m,1H), 2.5-2.8 (m,3H), 2.91 (m,1H), 3.15 (s,3H), 5.32 (dd;6,8Hz;1H), 5.52 (br s,1H), 6.97 (d,5Hz,1H), 7.1-7.3 (m,3H), 7.35 (br s,1H). Starting materials: C(CC1=CC=CC=C1)N (phenethylamine), COC(C1=CC=C(C=C1)C=1N=C(C2=C(N1)SC(=C2)Cl)Cl)=O (4-(4-chloro-6-chloro-thieno-[2,3-d]-pyrimidin-2-yl)-benzoic acid methylester). Yields the product COC(C1=CC=C(C=C1)C=1N=C(C2=C(N1)SC(=C2)Cl)NCCC2=CC=CC=C2)=O (4-(4-phenethylamino-6-chloro-thieno-[2,3-d]-pyrimidin-2-yl)-benzoic acid methylester). As a reaction SMILES: [CH2:1]([NH2:9])[CH2:2][C:3]1[CH:8]=[CH:7][CH:6]=[CH:5][CH:4]=1.[CH3:10][O:11][C:12](=[O:30])[C:13]1[CH:18]=[CH:17][C:16]([C:19]2[N:20]=[C:21](Cl)[C:22]3[CH:27]=[C:26]([Cl:28])[S:25][C:23]=3[N:24]=2)=[CH:15][CH:14]=1>>[CH3:10][O:11][C:12](=[O:30])[C:13]1[CH:18]=[CH:17][C:16]([C:19]2[N:20]=[C:21]([NH:9][CH2:1][CH2:2][C:3]3[CH:8]=[CH:7][CH:6]=[CH:5][CH:4]=3)[C:22]3[CH:27]=[C:26]([Cl:28])[S:25][C:23]=3[N:24]=2)=[CH:15][CH:14]=1. Procedure: The reaction procedure as above wherein phenethylamine is reacted with 4-(4-chloro-6-chloro-thieno-[2,3-d]-pyrimidin-2-yl)-benzoic acid methylester yields 4-(4-phenethylamino-6-chloro-thieno-[2,3-d]-pyrimidin-2-yl)-benzoic acid methylester. Starting materials: C(C)(C)C1=C(N)C(=CC=C1)C(C)C (2,6-diisopropylaniline), BrBr (bromine). Run in C(C)(=O)O (acetic acid). Run at time 20 minute. The product is BrC1=CC(=C(N)C(=C1)C(C)C)C(C)C (4-Bromo-2,6-diisopropylaniline). RXN SMILES: [CH:1]([C:4]1[CH:10]=[CH:9][CH:8]=[C:7]([CH:11]([CH3:13])[CH3:12])[C:5]=1[NH2:6])([CH3:3])[CH3:2].[Br:14]Br>C(O)(=O)C>[Br:14][C:9]1[CH:10]=[C:4]([CH:1]([CH3:3])[CH3:2])[C:5]([NH2:6])=[C:7]([CH:11]([CH3:13])[CH3:12])[CH:8]=1. Reported procedure: To a solution of 80.0 g (0.452 mol) of 2,6-diisopropylaniline in 2000 cm3 of glacial acetic acid, 23.3 ml (72.3 g, 0.452 mol) of bromine were added dropwise, while vigorously stirring, over 20 minutes. This mixture was stirred additionally for 2 hours at 40° C. The white precipitate that formed was filtered off, washed with 100 ml of acetic acid, and dried in air. The resulting white solid was added to a solution of 150 g of potassium hydroxide in 600 ml of water. This mixture was stirred for 30... Reactants: CO, CCCCCC=CC1C2CC(OC3CCCCO3)CC12, O=C(O)C(=O)O. Product: CCCCCC=CC1C2CC(O)CC12. As a reaction SMILES: [CH3:27][OH:28].[CH:1](=[CH:2][CH2:3][CH2:4][CH2:5][CH2:6][CH3:7])[CH:8]1[CH:9]2[CH2:10][CH:11]([O:14][CH:15]3[CH2:16][CH2:17][CH2:18][CH2:19][O:20]3)[CH2:12][CH:13]12.[OH:21][C:22]([C:23](=[O:24])[OH:25])=[O:26]>>[CH:1](=[CH:2][CH2:3][CH2:4][CH2:5][CH2:6][CH3:7])[CH:8]1[CH:9]2[CH2:10][CH:11]([OH:14])[CH2:12][CH:13]12. The reactants are CC(=O)O, CC(C=O)NC(=O)OC(C)(C)C, CO, N#C[K]. Product: CC(NC(=O)OC(C)(C)C)C(O)CN. RXN SMILES: [CH3:16][C:17](=[O:18])[OH:19].[CH3:1][CH:2]([CH:3]=[O:4])[NH:5][C:6]([O:7][C:8]([CH3:9])([CH3:10])[CH3:11])=[O:12].[CH3:20][OH:21].[K:13][C:14]#[N:15]>>[CH3:1][CH:2]([CH:3]([OH:4])[CH2:14][NH2:15])[NH:5][C:6]([O:7][C:8]([CH3:9])([CH3:10])[CH3:11])=[O:12]. Starting materials: CCOC(C)=O, CCOCC, Cc1ccc(CN=C=O)cc1, CCOC(C)=O, CN(C)C=O, CC(C)O, Nc1ccc(Oc2ccc(-c3c[nH]c(COc4ccccc4)n3)cc2)cc1, O. Yields the product Cc1ccc(CNC(=O)Nc2ccc(Oc3ccc(-c4c[nH]c(COc5ccccc5)n4)cc3)cc2)cc1. Reaction SMILES: [C:55]([O:56][CH2:57][CH3:58])(=[O:59])[CH3:60].[CH2:61]([O:62][CH2:63][CH3:64])[CH3:65].[CH3:28][c:29]1[cH:30][cH:31][c:32]([CH2:33][N:34]=[C:35]=[O:36])[cH:37][cH:38]1.[CH3:40][CH2:41][O:42][C:43](=[O:44])[CH3:45].[CH3:46][N:47]([CH3:48])[CH:49]=[O:50].[CH:51]([OH:52])([CH3:53])[CH3:54].[O:1]([c:2]1[cH:3][cH:4][cH:5][cH:6][cH:7]1)[CH2:8][c:9]1[nH:10][cH:11][c:12](-[c:14]2[cH:15][cH:16][c:17]([O:18][c:19]3[cH:20][cH:21][c:22]([NH2:23])[cH:24][cH:25]3)[cH:26][cH:27]2)[n:13]1.[OH2:39]>>[O:1]([c:2]1[cH:3][cH:4][cH:5][cH:6][cH:7]1)[CH2:8][c:9]1[nH:10][cH:11][c:12](-[c:14]2[cH:15][cH:16][c:17]([O:18][c:19]3[cH:20][cH:21][c:22]([NH:23][C:35]([NH:34][CH2:33][c:32]4[cH:31][cH:30][c:29]([CH3:28])[cH:38][cH:37]4)=[O:36])[cH:24][cH:25]3)[cH:26][cH:27]2)[n:13]1. Starting materials: BrC=1C=NN2C1N=CC=C2 (3-bromopyrazolo[1,5-a]pyrimidine), C([O-])([O-])=O.[K+].[K+] (potassium carbonate), N1=C(C=CC=C1)C=1C(=C2N(N1)CCC2)B(O)O (2-(pyridin-2-yl)-5,6-dihydro-4H-pyrrolo[1,2-b]pyrazole-3-boronic acid), C1(=CC=CC=C1)P(C1=CC=CC=C1)C1=CC=CC=C1 (triphenylphosphine). Reagents/catalysts: C=1C=CC(=CC1)/C=C/C(=O)/C=C/C2=CC=CC=C2.C=1C=CC(=CC1)/C=C/C(=O)/C=C/C2=CC=CC=C2.C=1C=CC(=CC1)/C=C/C(=O)/C=C/C2=CC=CC=C2.[Pd].[Pd] (tris(dibenzylideneacetone)dipalladium(0)). Solvent: C(C)(=O)OCC (ethyl acetate), O1CCOCC1 (p-dioxane). Product: N1=C(C=CC=C1)C=1C(=C2N(N1)CCC2)C=2C=NN1C2N=CC=C1 (3-[2-(Pyridin-2-yl)-5,6-dihydro-4H-pyrrolo [1,2-b]pyrazol-3-yl)-pyrazolo[1,5-a]pyrimidine). Isolated yield 4.5%. Reaction SMILES: Br[C:2]1[CH:3]=[N:4][N:5]2[CH:10]=[CH:9][CH:8]=[N:7][C:6]=12.[N:11]1[CH:16]=[CH:15][CH:14]=[CH:13][C:12]=1[C:17]1[C:18](B(O)O)=[C:19]2[CH2:24][CH2:23][CH2:22][N:20]2[N:21]=1.C1(P(C2C=CC=CC=2)C2C=CC=CC=2)C=CC=CC=1.C(=O)([O-])[O-].[K+].[K+]>C(OCC)(=O)C.C1C=CC(/C=C/C(/C=C/C2C=CC=CC=2)=O)=CC=1.C1C=CC(/C=C/C(/C=C/C2C=CC=CC=2)=O)=CC=1.C1C=CC(/C=C/C(/C=C/C2C=CC=CC=2)=O)=CC=1.[Pd].[Pd].O1CCOCC1>[N:11]1[CH:16]=[CH:15][CH:14]=[CH:13][C:12]=1[C:17]1[C:18]([C:2]2[CH:3]=[N:4][N:5]3[CH:10]=[CH:9][CH:8]=[N:7][C:6]=23)=[C:19]2[CH2:24][CH2:23][CH2:22][N:20]2[N:21]=1 |f:3.4.5,7.8.9.10.11|. Procedure: Weigh into a round bottom flask 3-bromopyrazolo[1,5-a]pyrimidine (Lynch et al. Can. J. Chem. 1975, 53, 119-122; 0.095 g, 0.48 mmol), 2-(pyridin-2-yl)-5,6-dihydro-4H-pyrrolo[1,2-b]pyrazole-3-boronic acid (Preparation 5; 0.10 g, 0.44 mmol), triphenylphosphine (Aldrich; 0.007 g, 0.027 mmol) and tris(dibenzylideneacetone)dipalladium(0) (Aldrich; 0.015 g, 0.016 mmol). Add p-dioxane (6 ml) and 2.0M aqueous potassium carbonate (2 mL). Stir and reflux under nitrogen for 6 h. Dilute with ethyl acetate, s...